Dataset: the Open Reaction Database (ORD), a public repository of structured organic reaction records. Task: describe an organic reaction: reactants, conditions, products, and yield Reactants: O=C([O-])O, CCOC(C)=O, O=C(Cl)C1CCCCC1, COc1ccc(CC(N)C(O)c2ccc(F)cc2)cc1, [Na+], O. Product: COc1ccc(CC(NC(=O)C2CCCCC2)C(O)c2ccc(F)cc2)cc1. Reaction SMILES: [C:30](=[O:31])([O-:32])[OH:33].[CH3:35][CH2:36][O:37][C:38](=[O:39])[CH3:40].[CH:21]1([C:27](=[O:28])[Cl:29])[CH2:22][CH2:23][CH2:24][CH2:25][CH2:26]1.[NH2:1][CH:2]([CH:3]([OH:4])[c:5]1[cH:6][cH:7][c:8]([F:11])[cH:9][cH:10]1)[CH2:12][c:13]1[cH:14][cH:15][c:16]([O:19][CH3:20])[cH:17][cH:18]1.[Na+:34].[OH2:41]>>[NH:1]([CH:2]([CH:3]([OH:4])[c:5]1[cH:6][cH:7][c:8]([F:11])[cH:9][cH:10]1)[CH2:12][c:13]1[cH:14][cH:15][c:16]([O:19][CH3:20])[cH:17][cH:18]1)[C:27]([CH:21]1[CH2:22][CH2:23][CH2:24][CH2:25][CH2:26]1)=[O:28]. Yields the product COC1=CC=C(C=C1)N1N=CC=2C(=CC=CC12)N (1-[4-(Methyloxy)phenyl]-1H-indazol-4-amine). RXN SMILES: F[C:2]1[CH:7]=[CH:6][CH:5]=[CH:4][C:3]=1[N:8]1[C:16]2[CH:15]=[CH:14][CH:13]=[C:12]([NH2:17])[C:11]=2[CH:10]=[N:9]1.N1C2C=CC=C(N)C=2C=N1.IC1C=C[C:32]([O:35]C)=CC=1>>[CH3:32][O:35][C:6]1[CH:5]=[CH:4][C:3]([N:8]2[C:16]3[CH:15]=[CH:14][CH:13]=[C:12]([NH2:17])[C:11]=3[CH:10]=[N:9]2)=[CH:2][CH:7]=1. Procedure details: Similarly prepared to Intermediate 1 from 1H-indazol-4-amine and 1-iodo-4-(methyloxy)benzene. Starting materials: FC1=C(C=CC=C1)N1N=CC=2C(=CC=CC12)N (1-(2-Fluorophenyl)-1H-indazol-4-amine), N1N=CC=2C(=CC=CC12)N (1H-indazol-4-amine), IC1=CC=C(C=C1)OC (1-iodo-4-(methyloxy)benzene).